From a dataset of the Open Reaction Database (ORD), a public repository of structured organic reaction records. describe an organic reaction: reactants, conditions, products, and yield Reported procedure: Manganese dioxide (8.50 g) was added at room temperature to a toluene (50 mL) solution of (4,5-dicyclopropyl-2-ethoxyphenyl)methanol (2.84 g) in a nitrogen atmosphere, and the mixture was stirred at 80° C. for 1 hour. The reaction mixture was filtered through celite, and then, the filtrate was concentrated. The obtained residue was purified by silica gel column chromatography (hexane/ethyl acetate) to obtain the title compound (2.68 g). Isolated yield 95.2%. Starting materials: C1(CC1)C1=CC(=C(C=C1C1CC1)CO)OCC ((4,5-dicyclopropyl-2-ethoxyphenyl)methanol). Reagents/catalysts: [O-2].[O-2].[Mn+4] (Manganese dioxide). The solvent is C1(=CC=CC=C1)C (toluene). The product is C1(CC1)C1=CC(=C(C=O)C=C1C1CC1)OCC (4,5-Dicyclopropyl-2-ethoxybenzaldehyde). RXN SMILES: [CH:1]1([C:4]2[C:9]([CH:10]3[CH2:12][CH2:11]3)=[CH:8][C:7]([CH2:13][OH:14])=[C:6]([O:15][CH2:16][CH3:17])[CH:5]=2)[CH2:3][CH2:2]1>[O-2].[O-2].[Mn+4].C1(C)C=CC=CC=1>[CH:1]1([C:4]2[C:9]([CH:10]3[CH2:12][CH2:11]3)=[CH:8][C:7]([CH:13]=[O:14])=[C:6]([O:15][CH2:16][CH3:17])[CH:5]=2)[CH2:3][CH2:2]1 |f:1.2.3|. Reaction conditions: temperature 80 celsius, time 1 hour. Starting materials: COC([C@H]1N(C(CC1)=O)CC1=CC=C(C=C1)C#N)=O (N-(4-Cyanobenzyl)-L-pyroglutamic acid methyl ester), Cl (HCl), [Li+].[OH-] (LiOH). The solvent is C1CCOC1.O (THF H2O). Product: C(#N)C1=CC=C(CN2[C@@H](CCC2=O)C(=O)O)C=C1 (N-(4-Cyanobenzyl)-L-pyroglutamic acid), [Li+].[Cl-] (LiCl). RXN SMILES: C[O:2][C:3](=[O:19])[C@@H:4]1[CH2:8][CH2:7][C:6](=[O:9])[N:5]1[CH2:10][C:11]1[CH:16]=[CH:15][C:14]([C:17]#[N:18])=[CH:13][CH:12]=1.[Li+:20].[OH-].[ClH:22]>C1COCC1.O>[C:17]([C:14]1[CH:13]=[CH:12][C:11]([CH2:10][N:5]2[C:6](=[O:9])[CH2:7][CH2:8][C@H:4]2[C:3]([OH:19])=[O:2])=[CH:16][CH:15]=1)#[N:18].[Li+:20].[Cl-:22] |f:1.2,4.5,7.8|. Reported procedure: N-(4-Cyanobenzyl)-L-pyroglutamic acid methyl ester (0.875 g, 0.0034 mol) was dissolved in THF:H2O (3:1) (12 mL) and treated with LiOH (0.294 g, 0.007 mol) with stirring at ambient temperature. After stirring for 3 h, the solution was neutralized with 1N HCl, and concentrated to dryness to give the title compound and 2.1 eq of LiCl which was used without further purification.